Dataset: the Open Reaction Database (ORD), a public repository of structured organic reaction records. Task: describe an organic reaction: reactants, conditions, products, and yield Run in C(Cl)Cl (CH2Cl2). Reaction conditions: temperature 22 celsius, time 18 hour. Reaction SMILES: [NH2:1][C:2]1[C:11]2[N:12]=[C:13]([CH2:34][O:35][CH2:36][CH3:37])[N:14]([CH2:15][CH2:16][O:17][CH2:18][CH2:19][O:20][CH2:21][CH2:22][O:23][CH2:24][CH2:25][P:26](=[O:33])([O:30]CC)[O:27]CC)[C:10]=2[C:9]2[CH:8]=[CH:7][CH:6]=[CH:5][C:4]=2[N:3]=1.C[Si](Br)(C)C>C(Cl)Cl>[NH2:1][C:2]1[C:11]2[N:12]=[C:13]([CH2:34][O:35][CH2:36][CH3:37])[N:14]([CH2:15][CH2:16][O:17][CH2:18][CH2:19][O:20][CH2:21][CH2:22][O:23][CH2:24][CH2:25][P:26](=[O:27])([OH:30])[OH:33])[C:10]=2[C:9]2[CH:8]=[CH:7][CH:6]=[CH:5][C:4]=2[N:3]=1. Reactants: NC1=NC=2C=CC=CC2C2=C1N=C(N2CCOCCOCCOCCP(OCC)(OCC)=O)COCC (diethyl (2-(2-(2-(2-(4-amino-2-(ethoxymethyl)-1H-imidazo[4,5-c]quinolin-1-yl)ethoxy)ethoxy)ethoxy)ethyl)phosphonate), C[Si](C)(C)Br (trimethylsilyl bromide). Reported procedure: To a solution of diethyl (2-(2-(2-(2-(4-amino-2-(ethoxymethyl)-1H-imidazo[4,5-c]quinolin-1-yl)ethoxy)ethoxy)ethoxy)ethyl)phosphonate (1 equiv.) in CH2Cl2 (0.10 M) at 0° C. was slowly added trimethylsilyl bromide (10 equiv.). After 1 h the ice-bath was removed and the reaction mixture was allowed to stir at 22° C. for 18 h. At this point the volatiles were removed in vacuo and the resulting residue was purified by Reverse Phase-HPLC using a 20-90% 0.5 mM NH4OAc (in MeCN) to 10 mM NH4OAc (in water... Product: NC1=NC=2C=CC=CC2C2=C1N=C(N2CCOCCOCCOCCP(O)(O)=O)COCC ((2-(2-(2-(2-(4-amino-2-(ethoxymethyl)-1H-imidazo[4,5-c]quinolin-1-yl)ethoxy)ethoxy)ethoxy)ethyl)phosphonic acid). Reactants: C1CCOC1, CCOC(=O)C1CCC2(CC1)OCCO2, CI, CC(C)[N-]C(C)C, [Li+]. The product is CCOC(=O)C1(C)CCC2(CC1)OCCO2. RXN SMILES: [CH2:26]1[O:27][CH2:28][CH2:29][CH2:30]1.[CH2:9]([CH3:10])[O:11][C:12](=[O:13])[CH:14]1[CH2:15][CH2:16][C:17]2([O:18][CH2:19][CH2:20][O:21]2)[CH2:22][CH2:23]1.[CH3:24][I:25].[CH3:2][CH:3]([N-:4][CH:5]([CH3:6])[CH3:7])[CH3:8].[Li+:1]>>[CH3:2][C:14]1([C:12]([O:11][CH2:9][CH3:10])=[O:13])[CH2:15][CH2:16][C:17]2([O:18][CH2:19][CH2:20][O:21]2)[CH2:22][CH2:23]1. Starting materials: C1CCOC1, CNC(=O)c1cc(Oc2ccc3nc(S(C)=O)oc3c2)ccn1, CC(N)c1cccc2c1OCCO2. The product is CNC(=O)c1cc(Oc2ccc3nc(NC(C)c4cccc5c4OCCO5)oc3c2)ccn1. Reaction SMILES: [CH2:37]1[O:38][CH2:39][CH2:40][CH2:41]1.[CH3:14][NH:15][C:16](=[O:17])[c:18]1[n:19][cH:20][cH:21][c:22]([O:24][c:25]2[cH:26][c:27]3[c:28]([n:29][c:30]([S:32]([CH3:33])=[O:34])[o:31]3)[cH:35][cH:36]2)[cH:23]1.[O:1]1[CH2:2][CH2:3][O:4][c:5]2[c:6]1[cH:7][cH:8][cH:9][c:10]2[CH:11]([CH3:12])[NH2:13]>>[O:1]1[CH2:2][CH2:3][O:4][c:5]2[c:6]1[cH:7][cH:8][cH:9][c:10]2[CH:11]([CH3:12])[NH:13][c:30]1[n:29][c:28]2[c:27]([cH:26][c:25]([O:24][c:22]3[cH:21][cH:20][n:19][c:18]([C:16]([NH:15][CH3:14])=[O:17])[cH:23]3)[cH:36][cH:35]2)[o:31]1. Starting materials: FC(S(=O)(=O)OC=1C=C(C=C(C1)C1=CC=CC=C1)C)(F)F (3-trifluoromethanesulfonyloxy-5-phenyltoluene), [C-]#N.[K+] (KCN). The reagents and catalysts are C=1C=CC(=CC1)[P](C=2C=CC=CC2)(C=3C=CC=CC3)[Pd]([P](C=4C=CC=CC4)(C=5C=CC=CC5)C=6C=CC=CC6)([P](C=7C=CC=CC7)(C=8C=CC=CC8)C=9C=CC=CC9)[P](C=1C=CC=CC1)(C=1C=CC=CC1)C=1C=CC=CC1 (tetrakis(triphenylphosphine)palladium). Run in O1CCOCC1 (dioxan). The product is C(#N)C=1C=C(C=C(C1)C1=CC=CC=C1)C (3-cyano-5-phenyltoluene). Yield: 20.0%. RXN SMILES: FC(F)(F)S(O[C:7]1[CH:8]=[C:9]([CH3:19])[CH:10]=[C:11]([C:13]2[CH:18]=[CH:17][CH:16]=[CH:15][CH:14]=2)[CH:12]=1)(=O)=O.[C-:22]#[N:23].[K+]>O1CCOCC1.C1C=CC([P]([Pd]([P](C2C=CC=CC=2)(C2C=CC=CC=2)C2C=CC=CC=2)([P](C2C=CC=CC=2)(C2C=CC=CC=2)C2C=CC=CC=2)[P](C2C=CC=CC=2)(C2C=CC=CC=2)C2C=CC=CC=2)(C2C=CC=CC=2)C2C=CC=CC=2)=CC=1>[C:22]([C:7]1[CH:8]=[C:9]([CH3:19])[CH:10]=[C:11]([C:13]2[CH:18]=[CH:17][CH:16]=[CH:15][CH:14]=2)[CH:12]=1)#[N:23] |f:1.2,^1:34,36,55,74|. Procedure: A mixture of 3-trifluoromethanesulfonyloxy-5-phenyltoluene (35.6 g; 0.128 mol), tetrakis(triphenylphosphine)palladium (12 g; 0.01 mol) and KCN (15.11 g; 0.23 mol) in dioxan (300 ml) was heated at reflux under argon an atmosphere for 24 hours. After extraction with ether and evaporating, the residue was purified by flash chromatography eluting with petroleum ether/ethyl acetate (84/6) to give 3-cyano-5-phenyltoluene. Yield=20%. Starting materials: [H-].[H-].[H-].[H-].[Li+].[Al+3] (LAH), C(C1=CC=CC=C1)OC1=C(CN=[N+]=[N-])C=C(C=C1)C(F)(F)F (2-benzyloxy-5-trifluoromethyl-benzylazide). Conditions: time 1 hour. Yields the product C(C1=CC=CC=C1)OC1=C(CN)C=C(C=C1)C(F)(F)F (2-Benzyloxy-5-trifluoromethyl-benzylamine). Yield: 81.9%. Reaction SMILES: [H-].[H-].[H-].[H-].[Li+].[Al+3].[CH2:7]([O:14][C:15]1[CH:24]=[CH:23][C:22]([C:25]([F:28])([F:27])[F:26])=[CH:21][C:16]=1[CH2:17][N:18]=[N+]=[N-])[C:8]1[CH:13]=[CH:12][CH:11]=[CH:10][CH:9]=1>>[CH2:7]([O:14][C:15]1[CH:24]=[CH:23][C:22]([C:25]([F:26])([F:28])[F:27])=[CH:21][C:16]=1[CH2:17][NH2:18])[C:8]1[CH:9]=[CH:10][CH:11]=[CH:12][CH:13]=1 |f:0.1.2.3.4.5|. Reported procedure: LAH (136 mg, 3.58 mmol) was added to a solution of 2-benzyloxy-5-trifluoromethyl-benzylazide (1.1 g, 3.58 mmol) at 0° C. After 1 hour, the reaction was quenched by the sequential addition of water (136 μL), 15% NaOH (136 μL), and water (400 μL), the mixture was diluted with dichloromethane and dried with MgSO4, filtered and concentrated. The residue was purified by flash chromatography (3% methanol/dichloromethane) to afford 825 mg (82%) of the title compound as a colorless oil. MS 282 (M+H)+. 1... As a reaction SMILES: [C:41](=[O:42])([OH:43])[O-:44].[CH3:51][CH2:52][O:53][C:54](=[O:55])[CH3:56].[Cl:7][CH2:8][CH2:9][CH2:10][C:11](=[CH:12][c:13]1[cH:14][c:15]([O:25][CH3:26])[c:16](-[n:19]2[cH:20][n:21][c:22]([CH3:24])[cH:23]2)[cH:17][cH:18]1)[c:27]1[o:28][c:29]([CH2:32][c:33]2[cH:34][cH:35][c:36]([F:39])[cH:37][cH:38]2)[n:30][n:31]1.[I-:2].[N-:4]=[N+:5]=[N-:6].[Na+:1].[Na+:3].[Na+:45].[O:46]=[CH:47][N:48]([CH3:49])[CH3:50].[OH2:40]>>[N:4](=[N+:5]=[N-:6])[CH2:8][CH2:9][CH2:10][C:11](=[CH:12][c:13]1[cH:14][c:15]([O:25][CH3:26])[c:16](-[n:19]2[cH:20][n:21][c:22]([CH3:24])[cH:23]2)[cH:17][cH:18]1)[c:27]1[o:28][c:29]([CH2:32][c:33]2[cH:34][cH:35][c:36]([F:39])[cH:37][cH:38]2)[n:30][n:31]1. Reactants: O=C([O-])O, CCOC(C)=O, COc1cc(C=C(CCCCl)c2nnc(Cc3ccc(F)cc3)o2)ccc1-n1cnc(C)c1, [I-], [N-]=[N+]=[N-], [Na+], [Na+], [Na+], CN(C)C=O, O. Product: COc1cc(C=C(CCCN=[N+]=[N-])c2nnc(Cc3ccc(F)cc3)o2)ccc1-n1cnc(C)c1. Starting materials: BrCC(=O)C1=CC=C(C#N)C=C1 (4-(2-bromoacetyl)benzonitrile), N1C[C@H](CCC1)CC(=O)OCC ((R)-ethyl 2-(piperidin-3-yl)acetate). The solvent is C1(=CC=CC=C1)C (toluene). Reaction conditions: time 4 day. The product is C(#N)C1=CC=C(C=C1)C(CN1C[C@H](CCC1)CC(=O)OCC)=O ((R)-ethyl 2-(1-(2-(4-cyanophenyl)-2-oxoethyl)piperidin-3-yl)acetate). Yield: 68.1%. Reaction SMILES: Br[CH2:2][C:3]([C:5]1[CH:12]=[CH:11][C:8]([C:9]#[N:10])=[CH:7][CH:6]=1)=[O:4].[NH:13]1[CH2:18][CH2:17][CH2:16][C@H:15]([CH2:19][C:20]([O:22][CH2:23][CH3:24])=[O:21])[CH2:14]1>C1(C)C=CC=CC=1>[C:9]([C:8]1[CH:11]=[CH:12][C:5]([C:3](=[O:4])[CH2:2][N:13]2[CH2:18][CH2:17][CH2:16][C@H:15]([CH2:19][C:20]([O:22][CH2:23][CH3:24])=[O:21])[CH2:14]2)=[CH:6][CH:7]=1)#[N:10]. Reported procedure: To a mixture of 4-(2-bromoacetyl)benzonitrile (5.5g, 24.55 mmol) in toluene was added (R)-ethyl 2-(piperidin-3-yl)acetate (4 g, 23.36 mmol). The reaction mixture was stirred for 4 days at room temperature and then stirred from one day at 50° C. Solvents were removed in vacuo. The resulting solids were triturated with EtOAc. The solid material was filtered and washed with EtOAc. The solid material was collected and dried to yield 5 g of (R)-ethyl 2-(1-(2-(4-cyanophenyl)-2-oxoethyl)piperidin-3-yl)... Starting materials: CC(C)(C)[Si](C)(C)OC1CCCCC1Br, C=C(NC(=O)OCc1ccccc1)C(=O)OC, CC(C)(C#N)N=NC(C)(C)C#N, c1ccccc1. Product: COC(=O)C(CC1CCCCC1O[Si](C)(C)C(C)(C)C)NC(=O)OCc1ccccc1. RXN SMILES: [Br:1][CH:2]1[CH:3]([O:8][Si:9]([CH3:10])([CH3:11])[C:12]([CH3:13])([CH3:14])[CH3:15])[CH2:4][CH2:5][CH2:6][CH2:7]1.[CH3:16][O:17][C:18]([C:19](=[CH2:20])[NH:21][C:22](=[O:23])[O:24][CH2:25][c:26]1[cH:27][cH:28][cH:29][cH:30][cH:31]1)=[O:32].[N:33]#[C:34][C:35]([N:36]=[N:37][C:38]([C:39]#[N:40])([CH3:41])[CH3:42])([CH3:43])[CH3:44].[cH:45]1[cH:46][cH:47][cH:48][cH:49][cH:50]1>>[CH:2]1([CH2:20][CH:19]([C:18]([O:17][CH3:16])=[O:32])[NH:21][C:22](=[O:23])[O:24][CH2:25][c:26]2[cH:27][cH:28][cH:29][cH:30][cH:31]2)[CH:3]([O:8][Si:9]([CH3:10])([CH3:11])[C:12]([CH3:13])([CH3:14])[CH3:15])[CH2:4][CH2:5][CH2:6][CH2:7]1.